From a dataset of the Open Reaction Database (ORD), a public repository of structured organic reaction records. describe an organic reaction: reactants, conditions, products, and yield Starting materials: ClCCN(C=1C=C2COC(C2=CC1)=C1C(NC2=CC=CC=C12)=O)C (3-{5-[(2-chloro-ethyl)-methyl-amino]-3H-isobenzofuran-1-ylidene}-1,3-dihydro-indol-2-one), N1CCOCC1 (morpholine), O (water). Run in CN(C)C=O (DMF). Conditions: temperature 110 celsius. The product is CN(C=1C=C2COC(C2=CC1)=C1C(NC2=CC=CC=C12)=O)CCN1CCOCC1 (3-{5-[Methyl-(2-morpholin-4-yl-ethyl)-amino]-3H-isobenzofuran-1-ylidene}-1,3-dihydro-indol-2-one). As a reaction SMILES: Cl[CH2:2][CH2:3][N:4]([CH3:24])[C:5]1[CH:6]=[C:7]2[C:11](=[CH:12][CH:13]=1)[C:10](=[C:14]1[C:22]3[C:17](=[CH:18][CH:19]=[CH:20][CH:21]=3)[NH:16][C:15]1=[O:23])[O:9][CH2:8]2.[NH:25]1[CH2:30][CH2:29][O:28][CH2:27][CH2:26]1.O>CN(C=O)C>[CH3:24][N:4]([CH2:3][CH2:2][N:25]1[CH2:30][CH2:29][O:28][CH2:27][CH2:26]1)[C:5]1[CH:6]=[C:7]2[C:11](=[CH:12][CH:13]=1)[C:10](=[C:14]1[C:22]3[C:17](=[CH:18][CH:19]=[CH:20][CH:21]=3)[NH:16][C:15]1=[O:23])[O:9][CH2:8]2. Procedure details: A mixture of 3-{5-[(2-chloro-ethyl)-methyl-amino]-3H-isobenzofuran-1-ylidene}-1,3-dihydro-indol-2-one (1.20 g, 3.52 mmol) and morpholine (3 ml, 34.4 mmol) in DMF (5 ml) was heated at 110° C. under nitrogen for 16 hours. The mixture was cooled to room temperature and was then poured into water (100 ml). The solid was filtered, washed with water and dried under vacuum to give a crude product. Purification of the crude product by silica gel column chromatography, eluted with a gradient of MeOH in C...